This data is from the Open Reaction Database (ORD), a public repository of structured organic reaction records. The task is: describe an organic reaction: reactants, conditions, products, and yield Reactants: CO, Cc1c(C(=O)C2CCCCC2)oc2ccc(OCC3CCCO3)cc12, O. As a reaction SMILES: [CH3:27][OH:28].[CH:1]1([C:7](=[O:8])[c:9]2[o:10][c:11]3[c:12]([c:13]2[CH3:14])[cH:15][c:16]([O:19][CH2:20][CH:21]2[O:22][CH2:23][CH2:24][CH2:25]2)[cH:17][cH:18]3)[CH2:2][CH2:3][CH2:4][CH2:5][CH2:6]1.[OH2:26]>>[CH:1]1([CH:7]([OH:8])[c:9]2[o:10][c:11]3[c:12]([c:13]2[CH3:14])[cH:15][c:16]([O:19][CH2:20][CH:21]2[O:22][CH2:23][CH2:24][CH2:25]2)[cH:17][cH:18]3)[CH2:2][CH2:3][CH2:4][CH2:5][CH2:6]1. The product is Cc1c(C(O)C2CCCCC2)oc2ccc(OCC3CCCO3)cc12.